This data is from the Open Reaction Database (ORD), a public repository of structured organic reaction records. The task is: describe an organic reaction: reactants, conditions, products, and yield Starting materials: OC(C1=C(C=CC=C1)O)C1=NC=CC=C1 (2-(hydroxypyridin-2-ylmethyl)phenol), OC1CCN(CC1)C (4-hydroxy-1-methylpiperidine), O.C1(=CC=C(C=C1)S(=O)(=O)O)C (para-toluenesulfonic acid, monohydrate), C(=O)(O)[O-].[Na+] (NaHCO3), oxalate salt. The product is CN1CCC(CC1)OC(C1=C(C=CC=C1)O)C1=NC=CC=C1 (2-[(1-methylpiperidin-4-yloxy)pyridin-2-ylmethyl]phenol), C(C(=O)[O-])(=O)[O-] (oxalate). Procedure details: A mixture of 2-(hydroxypyridin-2-ylmethyl)phenol (0.27 g), 4-hydroxy-1-methylpiperidine (0.31 g) and para-toluenesulfonic acid, monohydrate (0.89 g) in toluene (20 mL) and 1-methyl-2-pyrrolidinone (1 mL) is heated for 3 hours in a Dean-Stark apparatus. The mixture is cooled back to room temperature, treated with aqueous NaHCO3 and extracted twice with ethyl acetate. Pooled organic extracts are washed with brine, dried over magnesium sulfate and concentrated. The residue is purified by column chr... Run in C1(=CC=CC=C1)C (toluene), CN1C(CCC1)=O (1-methyl-2-pyrrolidinone), CC(=O)C (acetone). RXN SMILES: [OH:1][CH:2]([C:10]1[CH:15]=[CH:14][CH:13]=[CH:12][N:11]=1)[C:3]1[CH:8]=[CH:7][CH:6]=[CH:5][C:4]=1[OH:9].[OH:16][CH:17]1[CH2:22][CH2:21][N:20]([CH3:23])[CH2:19][CH2:18]1.O.C1(C)C=CC(S(O)(=O)=[O:32])=CC=1.[C:36]([O-:39])([OH:38])=O.[Na+]>C1(C)C=CC=CC=1.CN1CCCC1=O.CC(C)=O>[CH3:23][N:20]1[CH2:21][CH2:22][CH:17]([O:1][CH:2]([C:10]2[CH:15]=[CH:14][CH:13]=[CH:12][N:11]=2)[C:3]2[CH:8]=[CH:7][CH:6]=[CH:5][C:4]=2[OH:9])[CH2:18][CH2:19]1.[C:17]([O-:16])(=[O:32])[C:36]([O-:39])=[O:38] |f:2.3,4.5|. The reactants are CC(C)(C)O, CC(c1ccccc1)N1CC(Oc2ccc(C#N)cc2)C1, [K+], [OH-], O. Product: CC(c1ccccc1)N1CC(Oc2ccc(C(N)=O)cc2)C1. RXN SMILES: [C:25]([OH:26])([CH3:27])([CH3:28])[CH3:29].[CH3:1][CH:2]([c:3]1[cH:4][cH:5][cH:6][cH:7][cH:8]1)[N:9]1[CH2:10][CH:11]([O:13][c:14]2[cH:15][cH:16][c:17]([C:18]#[N:19])[cH:20][cH:21]2)[CH2:12]1.[K+:23].[OH-:22].[OH2:24]>>[CH3:1][CH:2]([c:3]1[cH:4][cH:5][cH:6][cH:7][cH:8]1)[N:9]1[CH2:10][CH:11]([O:13][c:14]2[cH:15][cH:16][c:17]([C:18]([NH2:19])=[O:22])[cH:20][cH:21]2)[CH2:12]1. Reactants: CC(C)(C)OC(=O)NC1CCC(CC=O)CC1, O=C(c1cc(Cl)ccc1Cl)C1CCNCC1. The product is CC(C)(C)OC(=O)NC1CCC(CCN2CCC(C(=O)c3cc(Cl)ccc3Cl)CC2)CC1. As a reaction SMILES: [C:17]([CH3:18])([CH3:19])([CH3:20])[O:21][C:22]([NH:23][CH:24]1[CH2:25][CH2:26][CH:27]([CH2:30][CH:31]=[O:32])[CH2:28][CH2:29]1)=[O:33].[Cl:1][c:2]1[c:3]([C:9](=[O:10])[CH:11]2[CH2:12][CH2:13][NH:14][CH2:15][CH2:16]2)[cH:4][c:5]([Cl:8])[cH:6][cH:7]1>>[Cl:1][c:2]1[c:3]([C:9](=[O:10])[CH:11]2[CH2:12][CH2:13][N:14]([CH2:31][CH2:30][CH:27]3[CH2:26][CH2:25][CH:24]([NH:23][C:22]([O:21][C:17]([CH3:18])([CH3:19])[CH3:20])=[O:33])[CH2:29][CH2:28]3)[CH2:15][CH2:16]2)[cH:4][c:5]([Cl:8])[cH:6][cH:7]1. Reactants: CC(C)(C)O, CN1CCCC1=O, CCOC(C)=O, CCN(C(C)C)C(C)C, Cl, Cl, Cc1nc2cc(NC(=O)c3cccnc3F)ccc2s1, NCc1ncnc2[nH]ccc12. Product: Cc1nc2cc(NC(=O)c3cccnc3NCc3ncnc4[nH]ccc34)ccc2s1. RXN SMILES: [C:50]([OH:51])([CH3:52])([CH3:53])[CH3:54].[CH3:43][N:44]1[CH2:45][CH2:46][CH2:47][C:48]1=[O:49].[CH3:55][CH2:56][O:57][C:58]([CH3:59])=[O:60].[CH:34]([N:35]([CH2:36][CH3:37])[CH:38]([CH3:39])[CH3:40])([CH3:41])[CH3:42].[ClH:21].[ClH:22].[F:1][c:2]1[c:3]([C:4](=[O:5])[NH:6][c:7]2[cH:8][cH:9][c:10]3[c:11]([n:12][c:13]([CH3:15])[s:14]3)[cH:16]2)[cH:17][cH:18][cH:19][n:20]1.[n:23]1[cH:24][n:25][c:26]([CH2:32][NH2:33])[c:27]2[c:28]1[nH:29][cH:30][cH:31]2>>[c:2]1([NH:33][CH2:32][c:26]2[n:25][cH:24][n:23][c:28]3[c:27]2[cH:31][cH:30][nH:29]3)[c:3]([C:4](=[O:5])[NH:6][c:7]2[cH:8][cH:9][c:10]3[c:11]([n:12][c:13]([CH3:15])[s:14]3)[cH:16]2)[cH:17][cH:18][cH:19][n:20]1. Starting materials: OCCBr, O=C([O-])[O-], CCO, CN1CCNCC1, [K+], [K+]. Yields the product CN1CCN(CCO)CC1. RXN SMILES: [Br:1][CH2:2][CH2:3][OH:4].[C:12](=[O:13])([O-:14])[O-:15].[CH3:18][CH2:19][OH:20].[CH3:5][N:6]1[CH2:7][CH2:8][NH:9][CH2:10][CH2:11]1.[K+:16].[K+:17]>>[CH2:2]([CH2:3][OH:4])[N:9]1[CH2:8][CH2:7][N:6]([CH3:5])[CH2:11][CH2:10]1.